This data is from the Open Reaction Database (ORD), a public repository of structured organic reaction records. The task is: describe an organic reaction: reactants, conditions, products, and yield Starting materials: C(CCC)N1N=C(N=C2C1=NC(N(C2=O)C)=O)C2=CC(=CC=C2)OC2=CC=CC=C2 (1-Butyl-6-methyl-3-[3-phenoxyphenyl]-1H-pyrimido[5,4-e][1,2,4]triazine-5,7-dione), C(C1=CC=CC=C1)=O (benzaldehyde). Yields the product C(CCC)N1N=C(N=C2C1=NC(N(C2=O)C)=O)C2=CC=CC=C2 (1-Butyl-6-metyl-3-phenyl-1H-pyrimido[5,4-e][1,2,4]triazine-5,7-dione). RXN SMILES: [CH2:1]([N:5]1[C:10]2=[N:11][C:12](=[O:17])[N:13]([CH3:16])[C:14](=[O:15])[C:9]2=[N:8][C:7]([C:18]2[CH:23]=[CH:22][CH:21]=[C:20](OC3C=CC=CC=3)[CH:19]=2)=[N:6]1)[CH2:2][CH2:3][CH3:4].C(=O)C1C=CC=CC=1>>[CH2:1]([N:5]1[C:10]2=[N:11][C:12](=[O:17])[N:13]([CH3:16])[C:14](=[O:15])[C:9]2=[N:8][C:7]([C:18]2[CH:19]=[CH:20][CH:21]=[CH:22][CH:23]=2)=[N:6]1)[CH2:2][CH2:3][CH3:4]. Reported procedure: Compound 22 is prepared, as described in 4, by reacting the hydrazine 20 (176 mg, 0.54 mmol) with benzaldehyde (55 μl, 0.54 mmol).